Dataset: the Open Reaction Database (ORD), a public repository of structured organic reaction records. Task: describe an organic reaction: reactants, conditions, products, and yield The reactants are COP1Oc2ccccc2-c2ccccc21, Cc1ccccc1, O=C(Cl)c1ccc2ccccc2c1. The product is O=C(c1ccc2ccccc2c1)P1(=O)Oc2ccccc2-c2ccccc21. Reaction SMILES: [CH3:14][O:15][P:16]1[O:17][c:18]2[c:19]([cH:26][cH:27][cH:28][cH:29]2)-[c:20]2[c:21]1[cH:22][cH:23][cH:24][cH:25]2.[CH3:30][c:31]1[cH:32][cH:33][cH:34][cH:35][cH:36]1.[cH:1]1[c:2]([C:11](=[O:12])[Cl:13])[cH:3][cH:4][c:5]2[cH:6][cH:7][cH:8][cH:9][c:10]12>>[cH:1]1[c:2]([C:11](=[O:12])[P:16]2(=[O:15])[O:17][c:18]3[c:19]([cH:26][cH:27][cH:28][cH:29]3)-[c:20]3[c:21]2[cH:22][cH:23][cH:24][cH:25]3)[cH:3][cH:4][c:5]2[cH:6][cH:7][cH:8][cH:9][c:10]12. Reactants: CO, COC(=O)CC(O)CC(O)C=Cc1c(C)cc(C)cc1-c1ccc(F)c(CO[Si](C)(C)C(C)(C)C)c1, [Na+], [OH-]. Yields the product Cc1cc(C)c(C=CC2CC(O)CC(=O)O2)c(-c2ccc(F)c(CO[Si](C)(C)C(C)(C)C)c2)c1. RXN SMILES: [CH3:39][OH:40].[F:1][c:2]1[c:3]([CH2:28][O:29][Si:30]([CH3:31])([CH3:32])[C:33]([CH3:34])([CH3:35])[CH3:36])[cH:4][c:5](-[c:8]2[c:9]([CH:16]=[CH:17][CH:18]([CH2:19][CH:20]([CH2:21][C:22](=[O:23])[O:24][CH3:25])[OH:26])[OH:27])[c:10]([CH3:15])[cH:11][c:12]([CH3:14])[cH:13]2)[cH:6][cH:7]1.[Na+:38].[OH-:37]>>[F:1][c:2]1[c:3]([CH2:28][O:29][Si:30]([CH3:31])([CH3:32])[C:33]([CH3:34])([CH3:35])[CH3:36])[cH:4][c:5](-[c:8]2[c:9]([CH:16]=[CH:17][CH:18]3[CH2:19][CH:20]([OH:26])[CH2:21][C:22](=[O:23])[O:27]3)[c:10]([CH3:15])[cH:11][c:12]([CH3:14])[cH:13]2)[cH:6][cH:7]1. The reactants are Cl.ClCCOC=1C=CC2=CC3=CC=C(C=C3N=C2C1)OCCCl (3,6-bis(2-chloroethoxy)acridine hydrochloride), N1CCCCC1 (piperidine), steel. Product: N1(CCCCC1)CCOC=1C=CC2=CC3=CC=C(C=C3N=C2C1)OCCN1CCCCC1 (3,6-bis(2-piperidinoethoxy)acridine). Reaction SMILES: Cl.Cl[CH2:3][CH2:4][O:5][C:6]1[CH:7]=[CH:8][C:9]2[C:18]([CH:19]=1)=[N:17][C:16]1[C:11](=[CH:12][CH:13]=[C:14]([O:20][CH2:21][CH2:22]Cl)[CH:15]=1)[CH:10]=2.[NH:24]1[CH2:29][CH2:28][CH2:27][CH2:26][CH2:25]1>>[N:24]1([CH2:3][CH2:4][O:5][C:6]2[CH:7]=[CH:8][C:9]3[C:18]([CH:19]=2)=[N:17][C:16]2[C:11](=[CH:12][CH:13]=[C:14]([O:20][CH2:21][CH2:22][N:17]4[CH2:18][CH2:9][CH2:10][CH2:11][CH2:16]4)[CH:15]=2)[CH:10]=3)[CH2:29][CH2:28][CH2:27][CH2:26][CH2:25]1 |f:0.1|. Procedure: A suspension of 3,6-bis(2-chloroethoxy)acridine hydrochloride in piperidine was heated in a steel bomb at 80° C. for 24 hours. The excess piperidine was removed in vacuo and the residual solution was washed twice with 30 ml portions of saturated aqueous sodium bicarbonate and filtered. The filtrate was evaporated to a residue, giving 3,6-bis(2-piperidinoethoxy)acridine as yellow crystals, mp 129°-130° C.